Dataset: the Open Reaction Database (ORD), a public repository of structured organic reaction records. Task: describe an organic reaction: reactants, conditions, products, and yield Starting materials: O=C1CCCc2nc3ccccc3c(NCc3ccccc3)c21, [Cl-], [H-], [NH4+], C1CCOC1. The product is OC1CCCc2nc3ccccc3c(NCc3ccccc3)c21. RXN SMILES: [CH2:1]([c:2]1[cH:3][cH:4][cH:5][cH:6][cH:7]1)[NH:8][c:9]1[c:10]2[cH:11][cH:12][cH:13][cH:14][c:15]2[n:16][c:17]2[c:22]1[C:21](=[O:23])[CH2:20][CH2:19][CH2:18]2.[Cl-:25].[H-:24].[NH4+:26].[O:27]1[CH2:28][CH2:29][CH2:30][CH2:31]1>>[CH2:1]([c:2]1[cH:3][cH:4][cH:5][cH:6][cH:7]1)[NH:8][c:9]1[c:10]2[cH:11][cH:12][cH:13][cH:14][c:15]2[n:16][c:17]2[c:22]1[CH:21]([OH:23])[CH2:20][CH2:19][CH2:18]2.